Dataset: the Open Reaction Database (ORD), a public repository of structured organic reaction records. Task: describe an organic reaction: reactants, conditions, products, and yield Reactants: Cl.ClCCCN (3-Chloropropylamine hydrochloride), C1(=CC=CC=C1)C1=CC=NC=C1 (4-phenylpyridine). Solvent: C(C)(=O)OCC (Ethyl acetate). Reaction conditions: temperature 70 celsius. The product is Cl.C1(=CC=CC=C1)C1=CC(=NC=C1)CCCN (3-(4-phenylpyridyl)propylamine hydrochloride). Yield: 70.4%. RXN SMILES: Cl.[Cl:2][CH2:3][CH2:4][CH2:5][NH2:6].[C:7]1([C:13]2[CH:18]=[CH:17][N:16]=[CH:15][CH:14]=2)[CH:12]=[CH:11][CH:10]=[CH:9][CH:8]=1>C(OCC)(=O)C>[ClH:2].[C:7]1([C:13]2[CH:14]=[CH:15][N:16]=[C:17]([CH2:3][CH2:4][CH2:5][NH2:6])[CH:18]=2)[CH:8]=[CH:9][CH:10]=[CH:11][CH:12]=1 |f:0.1,4.5|. Procedure: 3-Chloropropylamine hydrochloride (13.0 g) and 15.5 g of 4-phenylpyridine were dissolved in dimethylacetamido and heated at 70° C. for 5 hours. Ethyl acetate was added thereto and the precipitated crystals were collected by filtration to obtain 17.5 g of 3-(4-phenylpyridyl)propylamine hydrochloride. Starting materials: CC1(OB(OC1(C)C)C1=CC2(CC(C2)C(=O)OC)C1)C (methyl 6-(4,4,5,5-tetramethyl-1,3,2-dioxaborolan-2-yl)spiro[3.3]hept-5-ene-2-carboxylate), FC(S(=O)(=O)OC1=CCC(CC1)CC(=O)OCC)(F)F (ethyl 2-(4-(((trifluoromethyl)sulfonyl)oxy)cyclohex-3-en-1-yl)acetate). Yields the product CC1(OB(OC1(C)C)C1=CCC(CC1)CC(=O)OCC)C (ethyl 2-(4-(4,4,5,5-tetramethyl-1,3,2-dioxaborolan-2-yl)cyclohex-3-en-1-yl)acetate). Yield: 99.0%. RXN SMILES: [CH3:1][C:2]1([CH3:20])[C:6]([CH3:8])([CH3:7])[O:5][B:4](C2CC3(CC(C(OC)=O)C3)C=2)[O:3]1.FC(F)(F)S(O[C:27]1[CH2:32][CH2:31][CH:30]([CH2:33][C:34]([O:36][CH2:37][CH3:38])=[O:35])[CH2:29][CH:28]=1)(=O)=O>>[CH3:1][C:2]1([CH3:20])[C:6]([CH3:8])([CH3:7])[O:5][B:4]([C:27]2[CH2:32][CH2:31][CH:30]([CH2:33][C:34]([O:36][CH2:37][CH3:38])=[O:35])[CH2:29][CH:28]=2)[O:3]1. Reported procedure: The title compound was prepared following the method described in step 2 for the preparation of methyl 6-(4,4,5,5-tetramethyl-1,3,2-dioxaborolan-2-yl)spiro[3.3]hept-5-ene-2-carboxylate, using ethyl 2-(4-(((trifluoromethyl)sulfonyl)oxy)cyclohex-3-en-1-yl)acetate as the reactant. (99% yield), MS: m/e 295.2 (M+H)+, 2.28 min (method 3). 1H NMR (400 MHz, CHLOROFORM-d) δ 6.54 (d, J=2.3 Hz, 1H), 4.15 (q, J=7.3 Hz, 2H), 2.41-1.99 (m, 7H), 1.93-1.71 (m, 2H), 1.38-1.22 (m, 15H). The reactants are title compounds, N[C@H]1COC2=C(N(C1=O)C)C=CC=C2Cl ((S)-7-amino-4-chloro-9-methyl-6,7-dihydro-9H-5-oxa-9-aza-benzocyclohepten-8-one), CC(C(=O)O)C(=O)NCC(C(F)(F)F)(F)F (2-methyl-N-(2,2,3,3,3-pentafluoro-propyl)-malonamic acid). Yields the product ClC1=CC=CC=2N(C([C@H](COC21)NC(C(C(=O)NCC(C(F)(F)F)(F)F)C)=O)=O)C (N-((S)-4-Chloro-9-methyl-8-oxo-6,7,8,9-tetrahydro-5-oxa-9-aza-benzocyclohepten-7-yl)-2-methyl-N′-(2,2,3,3,3-pentafluoro-propyl)-malonamide). RXN SMILES: [NH2:1][C@@H:2]1[C:8](=[O:9])[N:7]([CH3:10])[C:6]2[CH:11]=[CH:12][CH:13]=[C:14]([Cl:15])[C:5]=2[O:4][CH2:3]1.[CH3:16][CH:17]([C:21]([NH:23][CH2:24][C:25]([F:31])([F:30])[C:26]([F:29])([F:28])[F:27])=[O:22])[C:18](O)=[O:19]>>[Cl:15][C:14]1[C:5]2[O:4][CH2:3][C@H:2]([NH:1][C:18](=[O:19])[CH:17]([CH3:16])[C:21]([NH:23][CH2:24][C:25]([F:30])([F:31])[C:26]([F:27])([F:28])[F:29])=[O:22])[C:8](=[O:9])[N:7]([CH3:10])[C:6]=2[CH:11]=[CH:12][CH:13]=1. Procedure details: The title compounds were obtained according to the procedure described in example 2b) by condensation of (S)-7-amino-4-chloro-9-methyl-6,7-dihydro-9H-5-oxa-9-aza-benzocyclohepten-8-one with 2-methyl-N-(2,2,3,3,3-pentafluoro-propyl)-malonamic acid (ex 1c). Reactants: OC1=CC=C(C=C1)CCCN1C=NC=C1 (1-[3-(4-hydroxyphenyl)propyl]imidazole), ClCC1=NC(=NO1)C1=CC=CC=C1 (5-chloromethyl-3-phenyl-1,2,4-oxadiazole). The product is N1(C=NC=C1)CCCC1=CC=C(OCC2=NC(=NO2)C2=CC=CC=C2)C=C1 (5-[4-[3-(1-imidazolyl)propyl]phenoxymethyl]-3-phenyl-1,2,4-oxadiazole). Isolated yield 51.0%. Reaction SMILES: [OH:1][C:2]1[CH:7]=[CH:6][C:5]([CH2:8][CH2:9][CH2:10][N:11]2[CH:15]=[CH:14][N:13]=[CH:12]2)=[CH:4][CH:3]=1.Cl[CH2:17][C:18]1[O:22][N:21]=[C:20]([C:23]2[CH:28]=[CH:27][CH:26]=[CH:25][CH:24]=2)[N:19]=1>>[N:11]1([CH2:10][CH2:9][CH2:8][C:5]2[CH:6]=[CH:7][C:2]([O:1][CH2:17][C:18]3[O:22][N:21]=[C:20]([C:23]4[CH:24]=[CH:25][CH:26]=[CH:27][CH:28]=4)[N:19]=3)=[CH:3][CH:4]=2)[CH:15]=[CH:14][N:13]=[CH:12]1. Procedure details: In substantially the same manner as in Working Example 72, 1-[3-(4-hydroxyphenyl)propyl]imidazole was reacted with 5-chloromethyl-3-phenyl-1,2,4-oxadiazole to obtain 5-[4-[3-(1-imidazolyl)propyl]phenoxymethyl]-3-phenyl-1,2,4-oxadiazole. The yield was 51%. Recrystallization from ethyl acetate-hexane gave colorless needles, mp 124-125° C. The reactants are BrCCOCCOC1=C(C(=C(C=C1)C(C)=O)O)CCC (1-[4-[2-(2-bromoethoxy)ethoxy]-2-hydroxy-3-propylphenyl]ethanone), [C-]#N.[Na+] (sodium cyanide), [I-].[Na+] (sodium iodide). Run in CN(C=O)C (dimethyl formamide). The product is C(C)(=O)C1=C(C(=C(OCCOCCC#N)C=C1)CCC)O (3-[2-(4-acetyl-3-hydroxy-2-propylphenoxy)ethoxy]propanenitrile). Yield: 97.1%. Reaction SMILES: Br[CH2:2][CH2:3][O:4][CH2:5][CH2:6][O:7][C:8]1[CH:13]=[CH:12][C:11]([C:14](=[O:16])[CH3:15])=[C:10]([OH:17])[C:9]=1[CH2:18][CH2:19][CH3:20].[C-:21]#[N:22].[Na+].[I-].[Na+]>CN(C)C=O>[C:14]([C:11]1[CH:12]=[CH:13][C:8]([O:7][CH2:6][CH2:5][O:4][CH2:3][CH2:2][C:21]#[N:22])=[C:9]([CH2:18][CH2:19][CH3:20])[C:10]=1[OH:17])(=[O:16])[CH3:15] |f:1.2,3.4|. Procedure: A solution of 2.60 g of 1-[4-[2-(2-bromoethoxy)ethoxy]-2-hydroxy-3-propylphenyl]ethanone, 0.50 g of sodium cyanide and 1.13 g of sodium iodide in 50 ml of dimethyl formamide was stirred and heated at 80° for 6 hours. The solvent was removed in vacuo, water was added to the residue and the product was extracted with ether. The dried (over magnesium sulfate) extract was concentrated in vacuo to give 2.13 g of impure 3-[2-(4-acetyl-3-hydroxy-2-propylphenoxy)ethoxy]propanenitrile. Starting materials: OC(C)(C)C1=CC=C(C(=O)NC2=NC=3N(C(=C2)N2C[C@@H](CCC2)NC(OC(C)(C)C)=O)N=CC3)C=C1 ((R)-tert-butyl 1-(5-(4-(2-hydroxypropan-2-yl)benzamido)pyrazolo[1,5-a]pyrimidin-7-yl)piperidin-3-ylcarbamate), FC(C(=O)O)(F)F (Trifluoroacetic acid). Solvent: C(Cl)Cl (CH2Cl2). Run at time 6 hour. Product: FC(C(=O)O)(F)F.N[C@H]1CN(CCC1)C1=CC(=NC=2N1N=CC2)NC(C2=CC=C(C=C2)C(C)(C)O)=O ((R)—N-(7-(3-aminopiperidin-1-yl)pyrazolo[1,5-a]pyrimidin-5-yl)-4-(2-hydroxypropan-2-yl)benzamide, trifluoroacetate salt). As a reaction SMILES: [OH:1][C:2]([C:5]1[CH:36]=[CH:35][C:8]([C:9]([NH:11][C:12]2[CH:17]=[C:16]([N:18]3[CH2:23][CH2:22][CH2:21][C@@H:20]([NH:24]C(=O)OC(C)(C)C)[CH2:19]3)[N:15]3[N:32]=[CH:33][CH:34]=[C:14]3[N:13]=2)=[O:10])=[CH:7][CH:6]=1)([CH3:4])[CH3:3].[F:37][C:38]([F:43])([F:42])[C:39]([OH:41])=[O:40]>C(Cl)Cl>[F:37][C:38]([F:43])([F:42])[C:39]([OH:41])=[O:40].[NH2:24][C@@H:20]1[CH2:21][CH2:22][CH2:23][N:18]([C:16]2[N:15]3[N:32]=[CH:33][CH:34]=[C:14]3[N:13]=[C:12]([NH:11][C:9](=[O:10])[C:8]3[CH:35]=[CH:36][C:5]([C:2]([OH:1])([CH3:3])[CH3:4])=[CH:6][CH:7]=3)[CH:17]=2)[CH2:19]1 |f:3.4|. Procedure: (R)-tert-butyl 1-(5-(4-(2-hydroxypropan-2-yl)benzamido)pyrazolo[1,5-a]pyrimidin-7-yl)piperidin-3-ylcarbamate was dissolved in CH2Cl2. Trifluoroacetic acid was added and the mixture was let stirred for 6 hours. The reaction mixture was concentrated to dryness in vacuo, and part of the residue was purified by preparatory HPLC (20-50% MeCN/H2O gradient+0.01% TFA). Lyophilization of the combined fractions gave the titled compound as a white powder. 1H NMR (400 MHz, DMSO-d6) δ=10.97 (s, 1H), 8.13 (d,... Reactants: N1CCCC1 (pyrrolidine), COC1=CC=C(C(=O)NC(NC2=C3CC(NC3=CC=C2)=O)=O)C=C1 (4-methoxy-N-(2-oxoindolin-4-ylcarbamoyl)benzamide), N1C(=CC=C1)C=O (pyrrole-2-carbaldehyde). Solvent: C(C)O (ethanol). The product is N1C(=CC=C1)\C=C\1/C(NC2=CC=CC(=C12)NC(=O)NC(C1=CC=C(C=C1)OC)=O)=O ((Z)—N-(3-((1H-pyrrol-2-yl)methylene)-2-oxoindolin-4-ylcarbamoyl)-4-methoxybenzamide). As a reaction SMILES: N1CCCC1.[CH3:6][O:7][C:8]1[CH:29]=[CH:28][C:11]([C:12]([NH:14][C:15](=[O:27])[NH:16][C:17]2[CH:25]=[CH:24][CH:23]=[C:22]3[C:18]=2[CH2:19][C:20](=[O:26])[NH:21]3)=[O:13])=[CH:10][CH:9]=1.[NH:30]1[CH:34]=[CH:33][CH:32]=[C:31]1[CH:35]=O>C(O)C>[NH:30]1[CH:34]=[CH:33][CH:32]=[C:31]1/[CH:35]=[C:19]1\[C:20](=[O:26])[NH:21][C:22]2[C:18]\1=[C:17]([NH:16][C:15]([NH:14][C:12](=[O:13])[C:11]1[CH:10]=[CH:9][C:8]([O:7][CH3:6])=[CH:29][CH:28]=1)=[O:27])[CH:25]=[CH:24][CH:23]=2. Procedure: A catalytic amount of pyrrolidine (0.001 mmol) was added to a solution of 4-methoxy-N-(2-oxoindolin-4-ylcarbamoyl)benzamide (1 mmol) and pyrrole-2-carbaldehyde (1.2 mmol) in ethanol (5 mL). The reaction was carried out using microwave (CEM, Discover) at 100° C. (200 W. Standard mode) for 15 mins. Crude product was precipitated after cooling to RT, which was collected by filtration, washed with ethanol and air dried. YD: 65.57%; mp: Charred at 290-295° C. 1H NMR (DMSO-d6) 200 MHz, δ: 3.859 (s, 3H... Reactants: N1=CC(=CC=C1)CNC(=O)C1=C(N=C(S1)C=1NN=CC1)C (4-methyl-2-(2H-pyrazol-3-yl)-thiazole-5-carboxylic acid (pyridin-3-ylmethyl)-amide), BrCC(C)C1=CC=CC=C1 ((2-bromo-1-methyl-ethyl)benzene). Run in CCCCCCC.C(C)O (heptane ethanol). Yields the product N1=CC(=CC=C1)CNC(=O)C1=C(N=C(S1)C1=NN(C=C1)C[C@@H](C)C1=CC=CC=C1)C (4-methyl-2-[1-((S)-2-phenyl-propyl)-1H-pyrazol-3-yl]-thiazole-5-carboxylic acid (pyridin-3-ylmethyl)amide). Yield: 15.0%. RXN SMILES: [N:1]1[CH:6]=[CH:5][CH:4]=[C:3]([CH2:7][NH:8][C:9]([C:11]2[S:15][C:14]([C:16]3[NH:17][N:18]=[CH:19][CH:20]=3)=[N:13][C:12]=2[CH3:21])=[O:10])[CH:2]=1.Br[CH2:23][CH:24]([C:26]1[CH:31]=[CH:30][CH:29]=[CH:28][CH:27]=1)[CH3:25]>CCCCCCC.C(O)C>[N:1]1[CH:6]=[CH:5][CH:4]=[C:3]([CH2:7][NH:8][C:9]([C:11]2[S:15][C:14]([C:16]3[CH:20]=[CH:19][N:18]([CH2:23][C@H:24]([C:26]4[CH:31]=[CH:30][CH:29]=[CH:28][CH:27]=4)[CH3:25])[N:17]=3)=[N:13][C:12]=2[CH3:21])=[O:10])[CH:2]=1 |f:2.3|. Procedure details: The title compound was prepared from 4-methyl-2-(2H-pyrazol-3-yl)-thiazole-5-carboxylic acid (pyridin-3-ylmethyl)-amide and (2-bromo-1-methyl-ethyl)benzene as described in Example 49 and isolated by chiral separation (80/20 heptane/ethanol) (0.0033 mg, 15% yield). 1HNMR (400 MHz, CDCl3) δ 8.61 (s, 1H), 8.56 (d, J=4 Hz, 1H), 7.71 (d, J=8 Hz, 1H), 7.18-7.34 (m, 4H), 7.13 (d, J=8 Hz, 2H), 7.04 (d, J=2 Hz, 1H), 6.67 (d, J=2 Hz, 1H), 6.12-6.20 (m, 1H), 4.63 (d, J=4 Hz, 2H), 4.18-4.38 (m, 2H), 3.37-3.... The reactants are CCO, [Na+], ClCC1CO1, [OH-], O, Cc1c(-c2ccccc2)oc2c(O)cccc2c1=O. Yields the product Cc1c(-c2ccccc2)oc2c(OCC3CO3)cccc2c1=O. As a reaction SMILES: [CH3:28][CH2:29][OH:30].[Na+:26].[O:1]1[CH:2]([CH2:3][Cl:4])[CH2:5]1.[OH-:25].[OH2:27].[OH:6][c:7]1[cH:8][cH:9][cH:10][c:11]2[c:12](=[O:24])[c:13]([CH3:23])[c:14](-[c:17]3[cH:18][cH:19][cH:20][cH:21][cH:22]3)[o:15][c:16]12>>[O:1]1[CH:2]([CH2:3][O:6][c:7]2[cH:8][cH:9][cH:10][c:11]3[c:12](=[O:24])[c:13]([CH3:23])[c:14](-[c:17]4[cH:18][cH:19][cH:20][cH:21][cH:22]4)[o:15][c:16]23)[CH2:5]1.